Task: describe an organic reaction: reactants, conditions, products, and yield. Dataset: the Open Reaction Database (ORD), a public repository of structured organic reaction records Starting materials: NC1=NC(=C(C(N1)=O)[N+](=O)[O-])Cl (2-amino-6-chloro-5-nitro-3H-pyrimidin-4-one), O1C(=CC=C1)B(O)O (2-furylboronic acid), C([O-])([O-])=O.[Na+].[Na+] (sodium carbonate). The reagents and catalysts are C1=CC=C(C=C1)P(C2=CC=CC=C2)C3=CC=CC=C3.C1=CC=C(C=C1)P(C2=CC=CC=C2)C3=CC=CC=C3.C1=CC=C(C=C1)P(C2=CC=CC=C2)C3=CC=CC=C3.C1=CC=C(C=C1)P(C2=CC=CC=C2)C3=CC=CC=C3.[Pd] (tetrakis(triphenylphosphine)palladium(O)). Run in O1CCOCC1 (dioxane), O (water). The product is NC1=NC(=C(C(N1)=O)[N+](=O)[O-])C=1OC=CC1 (2-amino-6-furan-2-yl-5-nitro-3H-pyrimidin-4-one). Yield: 44.0%. Reaction SMILES: [NH2:1][C:2]1[NH:7][C:6](=[O:8])[C:5]([N+:9]([O-:11])=[O:10])=[C:4](Cl)[N:3]=1.[O:13]1[CH:17]=[CH:16][CH:15]=[C:14]1B(O)O.C(=O)([O-])[O-].[Na+].[Na+]>O1CCOCC1.O.C1C=CC(P(C2C=CC=CC=2)C2C=CC=CC=2)=CC=1.C1C=CC(P(C2C=CC=CC=2)C2C=CC=CC=2)=CC=1.C1C=CC(P(C2C=CC=CC=2)C2C=CC=CC=2)=CC=1.C1C=CC(P(C2C=CC=CC=2)C2C=CC=CC=2)=CC=1.[Pd]>[NH2:1][C:2]1[NH:7][C:6](=[O:8])[C:5]([N+:9]([O-:11])=[O:10])=[C:4]([C:14]2[O:13][CH:17]=[CH:16][CH:15]=2)[N:3]=1 |f:2.3.4,7.8.9.10.11|. Procedure details: To a stirred solution of 15.7 g (75.3 mmol) 2-amino-6-chloro-5-nitro-3H-pyrimidin-4-one in 300 ml dioxane and 100 ml water at room temperature were added 8.40 g (75.0 mmol) 2-furylboronic acid, 8.70 g (7.53 mmol) tetrakis(triphenylphosphine)palladium(O) and 150 ml (300 mmol) 2M aqueous sodium carbonate solution. The reaction mixture was heated at reflux for 7 h, then concentrated in vacuo. The residue was resuspended in acetone and the insoluble material collected by filtration. This solid mater... Reactants: C(C1=CC=CC=C1)(=O)OC1=C(N=C(N(C1=O)C)C(C)(C)NC(=O)OCC1=CC=CC=C1)C(=O)OC (methyl 5-(benzoyloxy)-2-(1-{[(benzyloxy)carbonyl]amino}-1-methylethyl)-1-methyl-6-oxo-1,6-dihydropyrimidine-4-carboxylate), FC1=CC=C(CN)C=C1 (p-fluoro benzylamine). Yields the product FC1=CC=C(CNC(=O)C=2N=C(N(C(C2O)=O)C)C(C)(C)NC(OCC2=CC=CC=C2)=O)C=C1 (Benzyl 1-(4-{[(4-fluorobenzyl)amino]carbonyl}-5-hydroxy-1-methyl-6-oxo-1,6-dihydropyrimidin-2-yl)-1-methylethylcarbamate). As a reaction SMILES: C([O:9][C:10]1[C:15](=[O:16])[N:14]([CH3:17])[C:13]([C:18]([NH:21][C:22]([O:24][CH2:25][C:26]2[CH:31]=[CH:30][CH:29]=[CH:28][CH:27]=2)=[O:23])([CH3:20])[CH3:19])=[N:12][C:11]=1[C:32]([O:34]C)=O)(=O)C1C=CC=CC=1.[F:36][C:37]1[CH:44]=[CH:43][C:40]([CH2:41][NH2:42])=[CH:39][CH:38]=1>>[F:36][C:37]1[CH:44]=[CH:43][C:40]([CH2:41][NH:42][C:32]([C:11]2[N:12]=[C:13]([C:18]([NH:21][C:22](=[O:23])[O:24][CH2:25][C:26]3[CH:31]=[CH:30][CH:29]=[CH:28][CH:27]=3)([CH3:20])[CH3:19])[N:14]([CH3:17])[C:15](=[O:16])[C:10]=2[OH:9])=[O:34])=[CH:39][CH:38]=1. Procedure details: To a methanolic solution of methyl 5-(benzoyloxy)-2-(1-{[(benzyloxy)carbonyl]amino}-1-methylethyl)-1-methyl-6-oxo-1,6-dihydropyrimidine-4-carboxylate, p-fluoro benzylamine (3 eq) was added and mixture was refluxed over night. After evaporation of methanol, residue was taken in EtOAc, washed with 1N HCl and brine, dried (Na2SO4), filtered and evaporated to obtain the title product. Starting materials: COC(=O)C=1C(=C2C=C(C(N(C2=C(N1)C=1C=NC=CC1)CC1=CC=CC=C1)=O)C1=CC=C(C=C1)C(F)(F)F)O (1-benzyl-5-hydroxy-2-oxo-8-pyridin-3-yl-3-(4-trifluoromethyl-phenyl)-1,2-dihydro-[1,7]naphthyridine-6-carboxylic acid methyl ester), NCCC(=O)O (β-alanine), C[O-].[Na+] (NaOMe). Run in C(=O)(O)[O-].[Na+] (NaHCO3). Yields the product C(C1=CC=CC=C1)N1C(C(=CC2=C(C(=NC(=C12)C=1C=NC=CC1)C(=O)NCCC(=O)O)O)C1=CC=C(C=C1)C(F)(F)F)=O (3-{[1-Benzyl-5-hydroxy-2-oxo-8-pyridin-3-yl-3-(4-trifluoromethyl-phenyl)-1,2-dihydro-[1,7]naphthyridine-6-carbonyl]-amino}-propionic acid). Yield: 51.0%. Reaction SMILES: CO[C:3]([C:5]1[C:6]([OH:39])=[C:7]2[C:12](=[C:13]([C:15]3[CH:16]=[N:17][CH:18]=[CH:19][CH:20]=3)[N:14]=1)[N:11]([CH2:21][C:22]1[CH:27]=[CH:26][CH:25]=[CH:24][CH:23]=1)[C:10](=[O:28])[C:9]([C:29]1[CH:34]=[CH:33][C:32]([C:35]([F:38])([F:37])[F:36])=[CH:31][CH:30]=1)=[CH:8]2)=[O:4].[NH2:40][CH2:41][CH2:42][C:43]([OH:45])=[O:44].C[O-].[Na+]>C([O-])(O)=O.[Na+]>[CH2:21]([N:11]1[C:12]2[C:7](=[C:6]([OH:39])[C:5]([C:3]([NH:40][CH2:41][CH2:42][C:43]([OH:45])=[O:44])=[O:4])=[N:14][C:13]=2[C:15]2[CH:16]=[N:17][CH:18]=[CH:19][CH:20]=2)[CH:8]=[C:9]([C:29]2[CH:30]=[CH:31][C:32]([C:35]([F:36])([F:38])[F:37])=[CH:33][CH:34]=2)[C:10]1=[O:28])[C:22]1[CH:27]=[CH:26][CH:25]=[CH:24][CH:23]=1 |f:2.3,4.5|. Procedure: A mixture of 1-benzyl-5-hydroxy-2-oxo-8-pyridin-3-yl-3-(4-trifluoromethyl-phenyl)-1,2-dihydro-[1,7]naphthyridine-6-carboxylic acid methyl ester (32 mg, 0.060 mmol), β-alanine (537 mg, 6.0 mmol) and NaOMe solution (9.6 mL, 4.8 mmol, 0.5 M in MeOH) was refluxed for 16 h. After the mixture was cooled to r.t., the solvent was evaporated in vacuo. The residue was partitioned between EtOAc and water. 1 M HCl was added until pH was about 3. The aqueous layer was extracted with additional EtOAc, and the... Starting materials: C(C(CO)(CO)N)O (Tris(hydroxymethyl)aminomethane), [OH-].[K+] (potassium hydroxide), Cl (HCl), C(C=C)#N (Acrylonitrile). The solvent is O1CCOCC1 (dioxane). Run at time 2 hour. The product is NC(COCCC#N)(COCCC#N)COCCC#N (3-[2-Amino-3-(2-cyanoethoxy)-2-(2-cyanoethoxymethyl)-propoxy]-propionitrile). The yield is 48.0%. As a reaction SMILES: [CH2:1]([OH:8])[C:2]([NH2:7])([CH2:5][OH:6])[CH2:3][OH:4].[OH-].[K+].[C:11](#[N:14])[CH:12]=[CH2:13].Cl>O1CCOCC1>[NH2:7][C:2]([CH2:5][O:6][CH2:13][CH2:12][C:11]#[N:14])([CH2:3][O:4][CH2:13][CH2:12][C:11]#[N:14])[CH2:1][O:8][CH2:13][CH2:12][C:11]#[N:14] |f:1.2|. Procedure: Tris(hydroxymethyl)aminomethane (24.2 g, 0.2 mol) was added to a mixture of dioxane (25 ml) and aqueous potassium hydroxide (1.2 g KOH in 3 ml water). Acrylonitrile (40 ml, 0.61 mol) was added dropwise. After 2 h the solution was stood in a cold water bath to moderate any exothermic reaction and stirred for 16 h at RT. The solution was neutralized with dil. HCl and filtered. The oil was dissolved in DCE, dried (MgSO4), filtered and concentrated. The brown oil was purified by chromatography (SiO2...